This data is from the Open Reaction Database (ORD), a public repository of structured organic reaction records. The task is: describe an organic reaction: reactants, conditions, products, and yield The reactants are [BH4-], C1CCOC1, Cl, CC(N)(C(=O)O)c1cccc(Br)c1, [Na+]. Yields the product CC(N)(CO)c1cccc(Br)c1. RXN SMILES: [BH4-:1].[CH2:17]1[O:18][CH2:19][CH2:20][CH2:21]1.[ClH:3].[NH2:4][C:5]([C:6](=[O:7])[OH:8])([CH3:9])[c:10]1[cH:11][c:12]([Br:16])[cH:13][cH:14][cH:15]1.[Na+:2]>>[NH2:4][C:5]([CH2:6][OH:7])([CH3:9])[c:10]1[cH:11][c:12]([Br:16])[cH:13][cH:14][cH:15]1. Reactants: O=C1CCCC(C1)C(=O)OCC (ethyl 2-oxocyclohexane-4-carboxylate), Cl.ClC1=CC=C(C(=N)N)C=C1 (4-chlorobenzamidine hydrochloride), CC(C)(C)[O-].[K+] (potassium tert-butylate). Solvent: CO (methanol). The product is ClC1=CC=C(C=C1)C1=NC=2CCCCC2C(=N1)O (2-(4-Chlorophenyl)-4-hydroxy-5,6,7,8-tetrahydroquinazoline). Reaction SMILES: O=[C:2]1[CH2:7][CH:6]([C:8]([O:10]CC)=O)[CH2:5][CH2:4][CH2:3]1.Cl.[Cl:14][C:15]1[CH:23]=[CH:22][C:18]([C:19]([NH2:21])=[NH:20])=[CH:17][CH:16]=1.CC([O-])(C)C.[K+]>CO>[Cl:14][C:15]1[CH:23]=[CH:22][C:18]([C:19]2[N:21]=[C:8]([OH:10])[C:6]3[CH2:7][CH2:2][CH2:3][CH2:4][C:5]=3[N:20]=2)=[CH:17][CH:16]=1 |f:1.2,3.4|. Procedure details: 7.5 g of ethyl 2-oxocyclohexane-4-carboxylate and 9.6 g of 4-chlorobenzamidine hydrochloride were introduced into 50 ml of methanol. 5.6 g of potassium tert-butylate were added with stirring. The reaction mixture was stirred under reflux for 4 hours and then poured onto ice water. The crystalline product was filtered off with suction, washed with water and recrystallized from dimethylformamide. Yield: 8.8 g; m.p.: >300° C. Reactants: BrC1=CC(=CC=C1)Cl (1-bromo-3-chlorobenzene), CC(C)(C#C)O (2-methylbut-3-yn-2-ol). Reagents/catalysts: C1([P]([Pd][P](C2=CC=CC=C2)(C3=CC=CC=C3)C4=CC=CC=C4)(C5=CC=CC=C5)C6=CC=CC=C6)=CC=CC=C1 (bis(triphenylphosphine)palladium), [Cu]I (copper (I) iodide). Run in C(C)N(CC)CC (triethylamine). Run at temperature 90 celsius, time 72 hour. Yields the product ClC=1C=C(C=CC1)C#CC(C)(O)C (4-(3-Chloro-phenyl)-2-methylbut-3-yn-2-ol). Yield: 93.8%. As a reaction SMILES: Br[C:2]1[CH:7]=[CH:6][CH:5]=[C:4]([Cl:8])[CH:3]=1.[CH3:9][C:10]([OH:14])([C:12]#[CH:13])[CH3:11]>C1(C=CC=CC=1)[P](C1C=CC=CC=1)(C1C=CC=CC=1)[Pd][P](C1C=CC=CC=1)(C1C=CC=CC=1)C1C=CC=CC=1.[Cu]I.C(N(CC)CC)C>[Cl:8][C:4]1[CH:3]=[C:2]([C:13]#[C:12][C:10]([CH3:11])([OH:14])[CH3:9])[CH:7]=[CH:6][CH:5]=1 |^1:20,34|. Reported procedure: Add triethylamine (75 mL), 1-bromo-3-chlorobenzene (24.1 g, 0.126 mol), and 2-methylbut-3-yn-2-ol (15 mL, 0.152 mol) to a degassed mixture of bis(triphenylphosphine)palladium (II) dichloride (49 mg, 7.1 10−5 mol) and copper (I) iodide (2.4 mg, 1.26 10−5 mol). Stir at 90° C. for 72 h. Cool the reaction mixture to room temperature. Filter, concentrate and dissolve in ethyl acetate. Wash with water and dry the organic phase over sodium sulfate. Filter, concentrate and purify the residue by silica g... Starting materials: B, C1CCOC1, CCC(CC)Nc1cc(C)nc(Oc2c(C)cc(Cl)cc2C)c1CCl. Product: CCC(CC)Nc1cc(C)nc(Oc2c(C)cc(Cl)cc2C)c1C. Reaction SMILES: [BH3:26].[CH2:27]1[O:28][CH2:29][CH2:30][CH2:31]1.[Cl:1][c:2]1[cH:3][c:4]([CH3:25])[c:5]([O:6][c:7]2[n:8][c:9]([CH3:21])[cH:10][c:11]([NH:15][CH:16]([CH2:17][CH3:18])[CH2:19][CH3:20])[c:12]2[CH2:13][Cl:14])[c:22]([CH3:24])[cH:23]1>>[Cl:1][c:2]1[cH:3][c:4]([CH3:25])[c:5]([O:6][c:7]2[n:8][c:9]([CH3:21])[cH:10][c:11]([NH:15][CH:16]([CH2:17][CH3:18])[CH2:19][CH3:20])[c:12]2[CH3:13])[c:22]([CH3:24])[cH:23]1. Reactants: C(C1=CC=CC=C1)OC=1C=C(C=O)C=CC1OCCCF (3-(Benzyloxy)-4-(3-fluoropropoxy)benzaldehyde), Example 33-2, C(C)(=O)[O-].[NH4+] (ammonium acetate), [N+](=O)([O-])C (nitromethane). The solvent is C(C)(=O)O (acetic acid). Run at temperature 130 celsius, time 2 hour. The product is C(C1=CC=CC=C1)OC1=C(C=CC(=C1)\C=C\[N+](=O)[O-])OCCCF ((E)-2-(Benzyloxy)-1-(3-fluoropropoxy)-4-(2-nitrovinyl)benzene). Reaction SMILES: [CH2:1]([O:8][C:9]1[CH:10]=[C:11]([CH:14]=[CH:15][C:16]=1[O:17][CH2:18][CH2:19][CH2:20][F:21])[CH:12]=O)[C:2]1[CH:7]=[CH:6][CH:5]=[CH:4][CH:3]=1.C([O-])(=O)C.[NH4+].[N+:27]([CH3:30])([O-:29])=[O:28]>C(O)(=O)C>[CH2:1]([O:8][C:9]1[CH:10]=[C:11](/[CH:12]=[CH:30]/[N+:27]([O-:29])=[O:28])[CH:14]=[CH:15][C:16]=1[O:17][CH2:18][CH2:19][CH2:20][F:21])[C:2]1[CH:7]=[CH:6][CH:5]=[CH:4][CH:3]=1 |f:1.2|. Procedure: 3-(Benzyloxy)-4-(3-fluoropropoxy)benzaldehyde described in Production Example 33-2 (6.14 g, 21.3 mmol) was dissolved in acetic acid (17.0 mL), then ammonium acetate (1.97 g, 25.6 mmol) and nitromethane (2.8 mL, 51.7 mmol) were added under nitrogen atmosphere at room temperature, and the mixture was heated and stirred at 130° C. for 2 hours. The mixture was cooled to mom temperature, then the precipitate was collected by filteration and washed with a small quantity of ethanol to quantitatively ob... Reactants: CCOC(=O)c1c(Nc2ccc(I)cc2F)c2cnccc2n1Cc1ccc(OC)cc1, [Na+], [OH-]. Product: COc1ccc(Cn2c(C(=O)O)c(Nc3ccc(I)cc3F)c3cnccc32)cc1. Reaction SMILES: [CH2:1]([CH3:2])[O:3][C:4](=[O:5])[c:6]1[c:7]([NH:24][c:25]2[c:26]([F:32])[cH:27][c:28]([I:31])[cH:29][cH:30]2)[c:8]2[cH:9][n:10][cH:11][cH:12][c:13]2[n:14]1[CH2:15][c:16]1[cH:17][cH:18][c:19]([O:22][CH3:23])[cH:20][cH:21]1.[Na+:34].[OH-:33]>>[O:3]=[C:4]([OH:5])[c:6]1[c:7]([NH:24][c:25]2[c:26]([F:32])[cH:27][c:28]([I:31])[cH:29][cH:30]2)[c:8]2[cH:9][n:10][cH:11][cH:12][c:13]2[n:14]1[CH2:15][c:16]1[cH:17][cH:18][c:19]([O:22][CH3:23])[cH:20][cH:21]1. The product is CCc1nc(-c2ccc(Cl)cc2Cl)c(CC)nc1NC1CCCc2cccc(OC)c21. Reactants: CCc1nc(NC2CCCc3cccc(OC)c32)c(CC)nc1Br, COCCOC, CCc1nc(-c2ccc(Cl)cc2Cl)c(CC)nc1NC1c2ccccc2CC1O, [Pd], c1ccc(P(c2ccccc2)c2ccccc2)cc1, c1ccc(P(c2ccccc2)c2ccccc2)cc1, c1ccc(P(c2ccccc2)c2ccccc2)cc1, c1ccc(P(c2ccccc2)c2ccccc2)cc1. As a reaction SMILES: [Br:30][c:31]1[n:32][c:33]([CH2:52][CH3:53])[c:34]([NH:39][CH:40]2[CH2:41][CH2:42][CH2:43][c:44]3[cH:45][cH:46][cH:47][c:48]([O:50][CH3:51])[c:49]32)[n:35][c:36]1[CH2:37][CH3:38].[CH3:131][O:132][CH2:133][CH2:134][O:135][CH3:136].[Cl:1][c:2]1[c:3](-[c:9]2[n:10][c:11]([CH2:12][CH3:13])[c:14]([NH:15][CH:16]3[c:17]4[c:18]([cH:19][cH:20][cH:21][cH:22]4)[CH2:23][CH:24]3[OH:25])[n:26][c:27]2[CH2:28][CH3:29])[cH:4][cH:5][c:6]([Cl:8])[cH:7]1.[Pd:54].[c:112]1([P:113]([c:114]2[cH:115][cH:116][cH:117][cH:118][cH:119]2)[c:120]2[cH:121][cH:122][cH:123][cH:124][cH:125]2)[cH:126][cH:127][cH:128][cH:129][cH:130]1.[c:55]1([P:56]([c:57]2[cH:58][cH:59][cH:60][cH:61][cH:62]2)[c:63]2[cH:64][cH:65][cH:66][cH:67][cH:68]2)[cH:69][cH:70][cH:71][cH:72][cH:73]1.[c:74]1([P:75]([c:76]2[cH:77][cH:78][cH:79][cH:80][cH:81]2)[c:82]2[cH:83][cH:84][cH:85][cH:86][cH:87]2)[cH:88][cH:89][cH:90][cH:91][cH:92]1.[c:93]1([P:94]([c:95]2[cH:96][cH:97][cH:98][cH:99][cH:100]2)[c:101]2[cH:102][cH:103][cH:104][cH:105][cH:106]2)[cH:107][cH:108][cH:109][cH:110][cH:111]1>>[Cl:1][c:2]1[c:3](-[c:31]2[n:32][c:33]([CH2:52][CH3:53])[c:34]([NH:39][CH:40]3[CH2:41][CH2:42][CH2:43][c:44]4[cH:45][cH:46][cH:47][c:48]([O:50][CH3:51])[c:49]43)[n:35][c:36]2[CH2:37][CH3:38])[cH:4][cH:5][c:6]([Cl:8])[cH:7]1.